Dataset: the Open Reaction Database (ORD), a public repository of structured organic reaction records. Task: describe an organic reaction: reactants, conditions, products, and yield Reactants: COC(=O)C1=CC(=O)N(C1=O)C=1C(OC2=CC=C(C=C2C1)N1C(C=C(C1=O)C(=O)OC)=O)=O (3,6-Di-(3′-methoxycarbonylmaleimidyl)chromen-2-one), C(C)S (ethanethiol), CS(=O)C (DMSO). Product: C(C)C1CC(=S)N(C1=O)C=1C(OC2=CC=C(C=C2C1)N1C(CC(C1=O)CC)=S)=O (3,6-Di(3′-ethylthiosuccinimidyl)chromen-2-one). The yield is 83.0%. As a reaction SMILES: CO[C:3]([C:5]1C(=O)[N:9]([C:12]2[C:13](=[O:33])[O:14][C:15]3[C:20]([CH:21]=2)=[CH:19][C:18]([N:22]2[C:26](=[O:27])[C:25]([C:28](OC)=O)=[CH:24][C:23]2=O)=[CH:17][CH:16]=3)[C:7](=[O:8])[CH:6]=1)=O.[CH2:34]([SH:36])[CH3:35].C[S:38]([CH3:40])=O>>[CH2:5]([CH:6]1[C:7](=[O:8])[N:9]([C:12]2[C:13](=[O:33])[O:14][C:15]3[C:20]([CH:21]=2)=[CH:19][C:18]([N:22]2[C:26](=[O:27])[CH:25]([CH2:24][CH3:23])[CH2:28][C:40]2=[S:38])=[CH:17][CH:16]=3)[C:34](=[S:36])[CH2:35]1)[CH3:3]. Procedure: The reaction of 54 mg (0.12 mmol) of compound 5 in 3 mL dry DMSO with 27 μL ethanethiol (0.36 mmol) was carried out according to the same protocol used to obtain compound 7, giving compound 8 in 83% yield (58 mg, 0.1 mmol). FTIR (KBr) (cm−1): 3000, 1727, 1622, 600. 1H-NMR (DMSO-d6): δ (ppm) 8.24 (s, 1H), 7.53 (d, J=2.63, 1H), 7.36 (dd, J=9.24 Hz, J=2.67 Hz, 1H), 7.24 (d, J=9.24 Hz, 1H), 4.38 (d, 1H), 4.32 (s, 1H), 4.00 (s, 3H), 3.98 (d, J=5.6 Hz, 3H), 3.92 (d, J=5.4 Hz, 1H), 3.87 (d, J=5.6 Hz, 1... The solvent is O1CCCC1 (tetrahydrofuran), O1CCCC1 (tetrahydrofuran). The reactants are N#N (N2), C(C1=CC=CC=C1)N1CC2CCC(C1)C2=O (3-benyl-3-aza-bicyclo[3.2.1]octan-8-one), solution, C(CCC)[Li] (butyl lithium), CCCCCC (hexane), BrC1=CC=CC(=N1)C1=C(NC(=C1)C)C (6-bromo-2-(2,5-dimethylpyrrolyl)-pyridine). Reaction conditions: temperature -60 celsius, time 10 minute. Reaction SMILES: N#N.Br[C:4]1[N:9]=[C:8]([C:10]2[CH:14]=[C:13]([CH3:15])[NH:12][C:11]=2[CH3:16])[CH:7]=[CH:6][CH:5]=1.C([Li])CCC.[CH2:22]([N:29]1[CH2:35][CH:34]2[C:36](=[O:37])[CH:31]([CH2:32][CH2:33]2)[CH2:30]1)[C:23]1[CH:28]=[CH:27][CH:26]=[CH:25][CH:24]=1.[CH3:38][CH2:39][CH2:40][CH2:41][CH2:42][CH3:43]>O1CCCC1>[CH3:16][C:11]1[NH:12][C:13]([CH3:15])=[CH:14][C:10]=1[C:8]1[N:9]=[C:4]([C:40]2[CH:39]=[CH:38][C:43]([C:36]3([OH:37])[CH:34]4[CH2:33][CH2:32][CH:31]3[CH2:30][N:29]([CH2:22][C:23]3[CH:24]=[CH:25][CH:26]=[CH:27][CH:28]=3)[CH2:35]4)=[CH:42][CH:41]=2)[CH:5]=[CH:6][CH:7]=1. Product: CC=1NC(=CC1C1=CC=CC(=N1)C1=CC=C(C=C1)C1(C2CN(CC1CC2)CC2=CC=CC=C2)O)C (8-[4-(6-(2,5-Dimethylpyrrolyl)-pyridin-2-yl)-phenyl]-3-benzyl-3-aza-bicyclo[3.2.1]octan-8-ol). Yield: 16.0%. Procedure: To a 125 mL 3-necked round-bottomed flask equipped with septum and N2 inlet were added 1.86 g (5.70 mmol) 6-bromo-2-(2,5-dimethylpyrrolyl)-pyridine and 40 mL dry tetrahydrofuran. The solution was cooled to −60° C., and 2.73 mL (6.84 mmol) of a 2.5M solution of butyl lithium in hexane was added dropwise and the solution stirred 10 min at −60° C. Then a solution of 1.47 g (6.84 mmol) 3-benyl-3-aza-bicyclo[3.2.1]octan-8-one in 15 mL dry tetrahydrofuran was added dropwise, and the reaction stirred a...